From a dataset of the Open Reaction Database (ORD), a public repository of structured organic reaction records. describe an organic reaction: reactants, conditions, products, and yield The product is C(CCC)C1=CC=C(C=C1)C#CC1=CC=C(CN(C(CCC2CCCC2)=O)CC2=CC=C(C(=O)O)C=C2)C=C1 (4-{[{4-[(4-butylphenyl)ethynyl]benzyl}(3-cyclopentylpropanoyl)amino]-methyl}benzoic acid). RXN SMILES: [CH2:1]([C:5]1[CH:10]=[CH:9][C:8]([C:11]#[C:12][C:13]2[CH:40]=[CH:39][C:16]([CH2:17][N:18]([CH2:28][C:29]3[CH:38]=[CH:37][C:32]([C:33]([O:35]C)=[O:34])=[CH:31][CH:30]=3)[C:19](=[O:27])[CH2:20][CH2:21][CH:22]3[CH2:26][CH2:25][CH2:24][CH2:23]3)=[CH:15][CH:14]=2)=[CH:7][CH:6]=1)[CH2:2][CH2:3][CH3:4].[OH-].[Na+]>>[CH2:1]([C:5]1[CH:6]=[CH:7][C:8]([C:11]#[C:12][C:13]2[CH:40]=[CH:39][C:16]([CH2:17][N:18]([CH2:28][C:29]3[CH:38]=[CH:37][C:32]([C:33]([OH:35])=[O:34])=[CH:31][CH:30]=3)[C:19](=[O:27])[CH2:20][CH2:21][CH:22]3[CH2:26][CH2:25][CH2:24][CH2:23]3)=[CH:15][CH:14]=2)=[CH:9][CH:10]=1)[CH2:2][CH2:3][CH3:4] |f:1.2|. The reactants are C(CCC)C1=CC=C(C=C1)C#CC1=CC=C(CN(C(CCC2CCCC2)=O)CC2=CC=C(C(=O)OC)C=C2)C=C1 (methyl 4-{[{4-[(4-butylphenyl)ethynyl]benzyl}(3-cyclopentylpropanoyl)amino]methyl}benzoate), [OH-].[Na+] (NaOH). Procedure: The titled compound was prepared following the procedure F using methyl 4-{[{4-[(4-butylphenyl)ethynyl]benzyl}(3-cyclopentylpropanoyl)amino]methyl}benzoate and NaOH 1M as a yellow foam (77%). 1H NMR (CDCl3, 300 MHz) δ 8.15-8.02 (m, 2H), 7.56-7.40 (m, 4H), 7.33-7.22 (m, 2H), 7.21-7.08 (m, 4H), 4.69-4.58 (m, 2H), 4.54-4.43 (m, 2H), 2.61 (t, J=7.7 Hz, 2H), 2.49-2.35 (m, 2), 1.81-1.0 (m, 15H), 0.93 (t, J=7.3 Hz, 3H). M− (ESI): 520.4; M1(ESI): 522.3. HPLC, Rt: 5.71 min (Purity: 99.2%). The reactants are C(N)(=O)C1=CC2=C(C=CN3C(C2=O)=CC=C3)C=C1 (9-carbamoyl-11H-pyrrolo[2,1-b] [3]-benzazepin-11-one), S(O)(O)(=O)=O (sulfuric acid), N(=O)[O-].[Na+] (sodium nitrite). Solvent: O (water). Product: C(=O)(O)C1=CC2=C(C=CN3C(C2=O)=CC=C3)C=C1 (9-carboxy-11H-pyrrolo[2,1-b] [3]benzazepin-11-one). As a reaction SMILES: [C:1]([C:4]1[CH:18]=[CH:17][C:7]2[CH:8]=[CH:9][N:10]3[CH:16]=[CH:15][CH:14]=[C:11]3[C:12](=[O:13])[C:6]=2[CH:5]=1)(=[O:3])N.S(=O)(=O)(O)[OH:20].N([O-])=O.[Na+]>O>[C:1]([C:4]1[CH:18]=[CH:17][C:7]2[CH:8]=[CH:9][N:10]3[CH:16]=[CH:15][CH:14]=[C:11]3[C:12](=[O:13])[C:6]=2[CH:5]=1)([OH:20])=[O:3] |f:2.3|. Procedure: To 9-carbamoyl-11H-pyrrolo[2,1-b] [3]-benzazepin-11-one (27 g., 0.112 moles) in 300 ml. of 50% sulfuric acid maintained at 50° C. is added slowly 25 g. of sodium nitrite in 75 ml. of water. At the end of the addition, the solid is filtered, washed with water and air-dried to yield 9-carboxy-11H-pyrrolo[2,1-b] [3]benzazepin-11-one. Reactants: ClC1=NC=C(C=C1)[N+](=O)[O-] (2-chloro-5-nitropyridine), C(C)(C)C1=CC=C(C=C1)O (4-iso-propylphenol), C(=O)([O-])[O-].[K+].[K+] (K2CO3). Run in CN(C)C=O (DMF). Conditions: time 24 hour. Yields the product C(C)(C)C1=CC=C(OC2=NC=C(C=C2)[N+](=O)[O-])C=C1 (2-(4-isopropylphenoxy)-5-nitropyridine). Isolated yield 99.5%. As a reaction SMILES: Cl[C:2]1[CH:7]=[CH:6][C:5]([N+:8]([O-:10])=[O:9])=[CH:4][N:3]=1.[CH:11]([C:14]1[CH:19]=[CH:18][C:17]([OH:20])=[CH:16][CH:15]=1)([CH3:13])[CH3:12].C([O-])([O-])=O.[K+].[K+]>CN(C=O)C>[CH:11]([C:14]1[CH:19]=[CH:18][C:17]([O:20][C:2]2[CH:7]=[CH:6][C:5]([N+:8]([O-:10])=[O:9])=[CH:4][N:3]=2)=[CH:16][CH:15]=1)([CH3:13])[CH3:12] |f:2.3.4|. Procedure: Following procedure A, 2-chloro-5-nitropyridine (303 mg, 1.91 mmol, 1.00 eq) and 4-iso-propylphenol (331 mg, 2.43 mmol, 1.27 eq) were dissolved in DMF (6.0 mL). Anhydrous K2CO3 (398 mg, 2.88 mmol, 1.51 eq) was added and the reaction mixture was stirred at room temperature for 24 h. After extraction with Et2O, the crude product was purified by flash column chromatography (SiO2; EtOAc/petrolether 1:100) to afford the title compound as pale yellow solid (490 mg, 1.90 mmol, 99% yield). Rf=0.40 (EtOA... Starting materials: ClC1=NC2=CC=CC=C2C(=N1)Cl (2,4-dichloroquinazoline), N1=CC=CC=C1 (pyridine). Reaction conditions: time 2 hour. Yields the product [Cl-].[Cl-].N1=C(N=C(C2=CC=CC=C12)[N+]1=CC=CC=C1)[N+]1=CC=CC=C1 (1,1'-(2,4-quinazolinediyl)bis[pyridinium] dichloride). Reaction SMILES: [Cl:1][C:2]1[N:11]=[C:10](Cl)[C:9]2[C:4](=[CH:5][CH:6]=[CH:7][CH:8]=2)[N:3]=1.[N:13]1[CH:18]=[CH:17][CH:16]=[CH:15][CH:14]=1>>[Cl-:1].[Cl-:1].[N:3]1[C:4]2[C:9](=[CH:8][CH:7]=[CH:6][CH:5]=2)[C:10]([N+:13]2[CH:18]=[CH:17][CH:16]=[CH:15][CH:14]=2)=[N:11][C:2]=1[N+:13]1[CH:18]=[CH:17][CH:16]=[CH:15][CH:14]=1 |f:2.3.4|. Procedure: A 20-g portion of 2,4-dichloroquinazoline was added to 200 ml of pyridine. The reaction mixture was stirred 11/2 hours, refluxed 11/2 hours, and then allowed to stir under a calcium sulfate drying tube for 3 days. The reaction mixture was filtered. The resulting solid rinsed well with pyridine, then ether, and was dried in vacuo giving 35.9 g of 1,1'-(2,4-quinazolinediyl)bis[pyridinium] dichloride (m.p. 150°-164° ). Procedure details: (4-chlorophenoxy)-[4-(1-methyl-1,2,3,4-tetrahydro-4-quinolyl)-phenoxy]-acetic acid,, diisopropylamine salt, m.p. 152°-155°; As a reaction SMILES: [Cl:1][C:2]1[CH:30]=[CH:29][C:5]([O:6][CH:7]([O:11][C:12]2[CH:17]=[CH:16][C:15]([CH:18]3[C:27]4[C:22](=[CH:23][CH:24]=[CH:25][CH:26]=4)[N:21](C)[CH2:20][CH2:19]3)=[CH:14][CH:13]=2)[C:8]([OH:10])=[O:9])=[CH:4][CH:3]=1.C(NC(C)C)(C)C>>[Cl:1][C:2]1[CH:3]=[CH:4][C:5]([O:6][CH:7]([O:11][C:12]2[CH:17]=[CH:16][C:15]([CH:18]3[C:27]4[C:22](=[CH:23][CH:24]=[CH:25][CH:26]=4)[NH:21][CH2:20][CH2:19]3)=[CH:14][CH:13]=2)[C:8]([OH:10])=[O:9])=[CH:29][CH:30]=1. Starting materials: ClC1=CC=C(OC(C(=O)O)OC2=CC=C(C=C2)C2CCN(C3=CC=CC=C23)C)C=C1 ((4-chlorophenoxy)-[4-(1-methyl-1,2,3,4-tetrahydro-4-quinolyl)-phenoxy]-acetic acid), C(C)(C)NC(C)C (diisopropylamine). The product is ClC1=CC=C(OC(C(=O)O)OC2=CC=C(C=C2)C2CCNC3=CC=CC=C23)C=C1 ((4-chlorophenoxy)-[4-(1,2,3,4-tetrahydro-4-quinolyl)-phenoxy]-acetic acid). Reactants: Cl.CC1=C(C=CC(=C1)SCCCN(C(C)C)C(C)C)NS(=O)(=O)C (N-[2-methyl-4-[[3-[bis(1-methylethyl)amino]propyl]thio]phenyl]methanesulfonamide hydrochloride), OO (hydrogen peroxide). The product is Cl.CC1=C(C=CC(=C1)S(=O)CCCN(C(C)C)C(C)C)NS(=O)(=O)C (N-[2-Methyl-4-[[3-[bis(1-methylethyl)amino]propyl]sulfinyl]phenyl]methanesulfonamide hydrochloride). As a reaction SMILES: [ClH:1].[CH3:2][C:3]1[CH:8]=[C:7]([S:9][CH2:10][CH2:11][CH2:12][N:13]([CH:17]([CH3:19])[CH3:18])[CH:14]([CH3:16])[CH3:15])[CH:6]=[CH:5][C:4]=1[NH:20][S:21]([CH3:24])(=[O:23])=[O:22].[OH:25]O>>[ClH:1].[CH3:2][C:3]1[CH:8]=[C:7]([S:9]([CH2:10][CH2:11][CH2:12][N:13]([CH:17]([CH3:19])[CH3:18])[CH:14]([CH3:15])[CH3:16])=[O:25])[CH:6]=[CH:5][C:4]=1[NH:20][S:21]([CH3:24])(=[O:22])=[O:23] |f:0.1,3.4|. Procedure details: React N-[2-methyl-4-[[3-[bis(1-methylethyl)amino]propyl]thio]phenyl]methanesulfonamide hydrochloride with 30% aqueous hydrogen peroxide in a manner similar to Example 8 to obtain the title compound. Starting materials: C1(=CC=CC=C1)C(C1=CC=CC=C1)OC(=O)C1=C(CS[C@H]2N1C(C2NC(C(=CC(=O)OC(C)(C)C)C=2N=C(SC2)NC(C2=CC=CC=C2)(C2=CC=CC=C2)C2=CC=CC=C2)=O)=O)CSC=2SC(=NN2)C (7-[2-(2-tritylaminothiazol-4-yl)-2-t-butoxycarbonylmethylene-acetamido]-3-(5-methyl-1,3,4-thiadiazol-2-yl)thiomethyl-3-cephem-4-carboxylic acid diphenylmethylester), FC(C(=O)[O-])(F)F (trifluoroacetate), C(C)(C)OC(C)C (isopropylether), resultant solution. Solvent: C1(=CC=CC=C1)OC (anisole). Reaction conditions: time 4 hour. Product: NC=1SC=C(N1)C(C(=O)NC1[C@@H]2N(C(=C(CS2)CSC=2SC(=NN2)C)C(=O)O)C1=O)=CC(=O)O (7-[2-(2-aminothiazol-4-yl)-2-carboxymethylene-acetamido]-3-(5-methyl-1,3,4-thiadiazol-2-yl)thiomethyl-3-cephem-4-carboxylic acid), FC(C(=O)[O-])(F)F (trifluoroacetate). RXN SMILES: C1(C([O:14][C:15]([C:17]2[N:22]3[C:23](=[O:62])[CH:24]([NH:25][C:26](=[O:61])[C:27]([C:36]4[N:37]=[C:38]([NH:41]C(C5C=CC=CC=5)(C5C=CC=CC=5)C5C=CC=CC=5)[S:39][CH:40]=4)=[CH:28][C:29]([O:31]C(C)(C)C)=[O:30])[C@H:21]3[S:20][CH2:19][C:18]=2[CH2:63][S:64][C:65]2[S:66][C:67]([CH3:70])=[N:68][N:69]=2)=[O:16])C2C=CC=CC=2)C=CC=CC=1.[F:71][C:72]([F:77])([F:76])[C:73]([O-:75])=[O:74].C(OC(C)C)(C)C>C1(OC)C=CC=CC=1>[NH2:41][C:38]1[S:39][CH:40]=[C:36]([C:27](=[CH:28][C:29]([OH:31])=[O:30])[C:26]([NH:25][CH:24]2[C:23](=[O:62])[N:22]3[C:17]([C:15]([OH:16])=[O:14])=[C:18]([CH2:63][S:64][C:65]4[S:66][C:67]([CH3:70])=[N:68][N:69]=4)[CH2:19][S:20][C@H:21]23)=[O:61])[N:37]=1.[F:71][C:72]([F:77])([F:76])[C:73]([O-:75])=[O:74]. Reported procedure: 7-[2-(2-tritylaminothiazol-4-yl)-2-t-butoxycarbonylmethylene-acetamido]-3-(5-methyl-1,3,4-thiadiazol-2-yl)thiomethyl-3-cephem-4-carboxylic acid diphenylmethylester (Z-isomer) (60 mg) was dissolved in anisole (0.5 ml), and the resultant solution was ice-cooled. The cooled solution was admixed with trifluoroacetate acid (2 ml), and the admixture obtained was stirred for 4 hours at 0° to 5° C. The resulting reaction solution was poured into isopropylether (50 ml), to precipitate the titled compound...